Dataset: the Open Reaction Database (ORD), a public repository of structured organic reaction records. Task: describe an organic reaction: reactants, conditions, products, and yield Starting materials: [H+].[B-](F)(F)(F)F (HBF4), CN1C(CCC1C)=N (1,5-dimethyl-2-iminopyrrolidine), ClC=1C=C(C=CC1)N=C=O (m-chlorophenylisocyanate). Run in C1=CC=CC=C1 (benzene), C1=CC=CC=C1 (benzene). Run at time 2 hour. The product is ClC=1C=C(C=CC1)NC(=O)N=C1N(C(CC1)C)C (1-m-chlorophenyl-3-(1,5-dimethyl-2-pyrrolidylidene)urea). RXN SMILES: [H+].[B-](F)(F)(F)F.[CH3:7][N:8]1[CH:12]([CH3:13])[CH2:11][CH2:10][C:9]1=[NH:14].[Cl:15][C:16]1[CH:17]=[C:18]([N:22]=[C:23]=[O:24])[CH:19]=[CH:20][CH:21]=1>C1C=CC=CC=1>[Cl:15][C:16]1[CH:17]=[C:18]([NH:22][C:23]([N:14]=[C:9]2[CH2:10][CH2:11][CH:12]([CH3:13])[N:8]2[CH3:7])=[O:24])[CH:19]=[CH:20][CH:21]=1 |f:0.1|. Procedure details: The HBF4 salt of 1,5-dimethyl-2-iminopyrrolidine (6.75 g.; 0.0337 mole) is converted to free base in benzene in the usual manner. Then 5.16 g. (0.0337 mole) of m-chlorophenylisocyanate, dissolved in anhydrous benzene, is added. The reaction mixture is stirred for 2 hours and then the solvent is evaporated in vacuo leaving a solid residue of 1-m-chlorophenyl-3-(1,5-dimethyl-2-pyrrolidylidene)urea, m.p. = 129°-130° C. After recrystallization from ethyl acetate, the m.p. is still 129°-130° C. Starting materials: ClC1=NC(=C(C2=C1C(N(C2C)CC2=C(C=C(C=C2)OC)OC)=O)F)Cl (4,6-dichloro-2-(2,4-dimethoxybenzyl)-7-fluoro-1-methyl-1H-pyrrolo[3,4-c]pyridin-3(2H)-one), N[C@H]1[C@H](COCC1)NC(OC(C)(C)C)=O (tert-butyl ((3R,4R)-4-aminotetrahydro-2H-pyran-3-yl)carbamate), CCN(C(C)C)C(C)C (DIPEA). Run at temperature 95 celsius. Yields the product ClC1=NC(=C(C2=C1C(N(C2C)CC2=C(C=C(C=C2)OC)OC)=O)F)N[C@H]2[C@H](COCC2)NC(OC(C)(C)C)=O (tert-Butyl ((3R,4R)-4-((4-chloro-2-(2,4-dimethoxybenzyl)-7-fluoro-1-methyl-3-oxo-2,3-dihydro-1H-pyrrolo[3,4-c]pyridin-6-yl)amino)tetrahydro-2H-pyran-3-yl)carbamate). Isolated yield 0.0%. As a reaction SMILES: [Cl:1][C:2]1[C:7]2[C:8](=[O:23])[N:9]([CH2:12][C:13]3[CH:18]=[CH:17][C:16]([O:19][CH3:20])=[CH:15][C:14]=3[O:21][CH3:22])[CH:10]([CH3:11])[C:6]=2[C:5]([F:24])=[C:4](Cl)[N:3]=1.[NH2:26][C@@H:27]1[CH2:32][CH2:31][O:30][CH2:29][C@@H:28]1[NH:33][C:34](=[O:40])[O:35][C:36]([CH3:39])([CH3:38])[CH3:37].CCN(C(C)C)C(C)C>>[Cl:1][C:2]1[C:7]2[C:8](=[O:23])[N:9]([CH2:12][C:13]3[CH:18]=[CH:17][C:16]([O:19][CH3:20])=[CH:15][C:14]=3[O:21][CH3:22])[CH:10]([CH3:11])[C:6]=2[C:5]([F:24])=[C:4]([NH:26][C@@H:27]2[CH2:32][CH2:31][O:30][CH2:29][C@@H:28]2[NH:33][C:34](=[O:40])[O:35][C:36]([CH3:38])([CH3:37])[CH3:39])[N:3]=1. Reported procedure: To a sealed tube was added 4,6-dichloro-2-(2,4-dimethoxybenzyl)-7-fluoro-1-methyl-1H-pyrrolo[3,4-c]pyridin-3(2H)-one (430 mg, 1.12 mol), tert-butyl ((3R,4R)-4-aminotetrahydro-2H-pyran-3-yl)carbamate (7.5 g, 34.2 mol), and DIPEA (0.97 mL, 5.58 mmol). The mixture was heated in the sealed tube at 95° C. for 72 h. The mixture was purified via preparative HPLC to give the title compound as a yellow solid (100 mg, 16%). [M+H] calc'd for C27H34ClFN4O6, 565. found, 565. Reaction SMILES: [CH2:55]1[O:56][CH2:57][CH2:58][CH2:59]1.[CH3:1][O:2][C:3]([CH:4]=[C:5]([c:6]1[cH:7][cH:8][c:9]([O:16][CH2:17][CH2:18][N:19]2[CH2:20][CH2:21][O:22][CH2:23][CH2:24]2)[c:10]2[cH:11][cH:12][cH:13][cH:14][c:15]12)[C:25]([NH:26][c:27]1[c:28]([O:42][CH3:43])[c:29]([NH:37][S:38](=[O:39])(=[O:40])[CH3:41])[cH:30][c:31]([C:33]([CH3:34])([CH3:35])[CH3:36])[cH:32]1)=[O:44])=[O:45].[CH:46]([N:47]([CH2:48][CH3:49])[CH:50]([CH3:51])[CH3:52])([CH3:53])[CH3:54]>>[O:2]=[C:3]1[CH:4]=[C:5]([c:6]2[cH:7][cH:8][c:9]([O:16][CH2:17][CH2:18][N:19]3[CH2:20][CH2:21][O:22][CH2:23][CH2:24]3)[c:10]3[cH:11][cH:12][cH:13][cH:14][c:15]23)[C:25](=[O:44])[N:26]1[c:27]1[c:28]([O:42][CH3:43])[c:29]([NH:37][S:38](=[O:39])(=[O:40])[CH3:41])[cH:30][c:31]([C:33]([CH3:34])([CH3:35])[CH3:36])[cH:32]1. The product is COc1c(NS(C)(=O)=O)cc(C(C)(C)C)cc1N1C(=O)C=C(c2ccc(OCCN3CCOCC3)c3ccccc23)C1=O. The reactants are C1CCOC1, COC(=O)C=C(C(=O)Nc1cc(C(C)(C)C)cc(NS(C)(=O)=O)c1OC)c1ccc(OCCN2CCOCC2)c2ccccc12, CCN(C(C)C)C(C)C. Procedure details: 19.2 g. of 3-chloro-4'-(3-bromopropoxy)-α-ethyl-benzhydrol and 51 ml. of dipropyl amine are refluxed for 8 hours, and the reaction mixture is then evaporated in vacuo. To the residue water is added and it is extracted with benzene. The benzene phase is washed with water, dried over anhydrous magnesium sulfate, and the solution is evaporated under reduced pressure. Distillation of the residue in vacuo yields 11.5 g. of the title compound, boiling at 203° to 206° C./13.3 Pa. Reaction SMILES: [Cl:1][C:2]1[CH:3]=[C:4]([CH:20]=[CH:21][CH:22]=1)[C:5]([CH2:18][CH3:19])([OH:17])[C:6]1[CH:11]=[CH:10][C:9]([O:12][CH2:13][CH2:14][CH2:15]Br)=[CH:8][CH:7]=1.[CH2:23]([NH:26][CH2:27][CH2:28]C)[CH2:24]C>>[Cl:1][C:2]1[CH:3]=[C:4]([CH:20]=[CH:21][CH:22]=1)[C:5]([CH2:18][CH3:19])([OH:17])[C:6]1[CH:11]=[CH:10][C:9]([O:12][CH2:13][CH2:14][CH2:15][N:26]([CH2:27][CH3:28])[CH2:23][CH3:24])=[CH:8][CH:7]=1. The reactants are ClC=1C=C(C(C2=CC=C(C=C2)OCCCBr)(O)CC)C=CC1 (3-chloro-4'-(3-bromopropoxy)-α-ethyl-benzhydrol), C(CC)NCCC (dipropyl amine). The product is ClC=1C=C(C(C2=CC=C(C=C2)OCCCN(CC)CC)(O)CC)C=CC1 (3-Chloro-4'-[3-(diethylamino)-propoxy]-α-ethyl-benzhydrol). Reactants: OC1C(CCC1(C)C)=O (2-hydroxy-3,3-dimethyl-cyclopentanone), C1(CCCCC1)N (cyclohexylamine), O.C=1(C(=CC=CC1)S(=O)(=O)O)C (toluenesulfonic acid monohydrate). Run in CCO (EtOH). Conditions: temperature 150 celsius, time 1 hour. Yields the product C1(CCCCC1)NC(C(C(CO)(C)C)O)=O (N-cyclohexyl-2,4-dihydroxy-3,3-dimethyl-butyramide). Reaction SMILES: [OH:1][CH:2]1[C:6]([CH3:8])([CH3:7])[CH2:5]C[C:3]1=[O:9].[CH:10]1([NH2:16])[CH2:15][CH2:14][CH2:13][CH2:12][CH2:11]1.O.C1(C)C(S(O)(=O)=[O:25])=CC=CC=1>CCO>[CH:10]1([NH:16][C:3](=[O:9])[CH:2]([OH:1])[C:6]([CH3:7])([CH3:8])[CH2:5][OH:25])[CH2:15][CH2:14][CH2:13][CH2:12][CH2:11]1 |f:2.3|. Procedure: Place 2-hydroxy-3,3-dimethyl-cyclopentanone (1.044 g, 7.86 mmol), cyclohexylamine (1.91 ml, 16.51 mmol) and toluenesulfonic acid monohydrate (0.152 g, 0.1 mmol) in EtOH (4 mL) in a microwave reactor. Stir for 1 hour at 150° C. Quench with 1N HCl and extract with ethyl acetate. Wash the extract with NaHCO3, brine. Dry over magnesium sulfate, filter, and concentrate to afford N-cyclohexyl-2,4-dihydroxy-3,3-dimethyl-butyramide. The reactants are C(C)I (ethyl iodide), ice water, N1C(C=CC=C1)=O (pyridin-2-one), [N+](=O)([O-])C=1C(=NC=CC1O)O (3-nitro-pyridine-2,4-diol), [H-].[Na+] (NaH). The solvent is CN(C)C=O (DMF). Reaction conditions: temperature 0 celsius, time 15 minute. Yields the product C(C)N1C(C(=C(C=C1)O)[N+](=O)[O-])=O (1-ethyl-4-hydroxy-3-nitro-1H-pyridin-2-one). The yield is 53.0%. RXN SMILES: N1C=CC=[CH:3][C:2]1=O.[N+:8]([C:11]1[C:12]([OH:18])=[N:13][CH:14]=[CH:15][C:16]=1[OH:17])([O-:10])=[O:9].[H-].[Na+].C(I)C>CN(C=O)C>[CH2:2]([N:13]1[CH:14]=[CH:15][C:16]([OH:17])=[C:11]([N+:8]([O-:10])=[O:9])[C:12]1=[O:18])[CH3:3] |f:2.3|. Procedure: 1-Ethyl-4-hydroxy-3-nitro-1H-)pyridin-2-one: To a solution of 3-nitro-pyridine-2,4-diol (1.0 g, 6.41 mmol) in DMF (10 mL) at 0° C., was added NaH (0.51 g, 12.82 mmol 60% in mineral oil). After stirring at 0° C. for 15 min, ethyl iodide (1.10 g, 7.05 mmol) was added and the reaction was stirred at 55° C. for 17 h. After cooling to room temperature, the mixture was poured into ice water, and then filtered to remove insoluble material. The filtrate was acidified with 1 N HCl, extracted with CH2Cl2,...